Task: describe an organic reaction: reactants, conditions, products, and yield. Dataset: the Open Reaction Database (ORD), a public repository of structured organic reaction records Reactants: NC=1C=C(C=CC1)NC1=NC=C(C(=N1)NC1=CC(=CC=C1)N)F (N2,N4-bis(3-aminophenyl)-5-fluoro-2,4-pyrimidinediamine), BrCC(=O)OC(C)(C)C (tert-butyl bromoacetate). Yields the product NC=1C=C(C=CC1)NC1=NC(=NC=C1F)NC1=CC(=CC=C1)N=CC(=O)OC(C)(C)C (N4-(3-aminophenyl)-N2-(3-tert-butoxycarbonylmethyleneaminophenyl)-5-fluoro-2,4-pyrimidinediamine). As a reaction SMILES: [NH2:1][C:2]1[CH:3]=[C:4]([NH:8][C:9]2[N:14]=[C:13]([NH:15][C:16]3[CH:21]=[CH:20][CH:19]=[C:18]([NH2:22])[CH:17]=3)[C:12]([F:23])=[CH:11][N:10]=2)[CH:5]=[CH:6][CH:7]=1.Br[CH2:25][C:26]([O:28][C:29]([CH3:32])([CH3:31])[CH3:30])=[O:27]>>[NH2:22][C:18]1[CH:17]=[C:16]([NH:15][C:13]2[C:12]([F:23])=[CH:11][N:10]=[C:9]([NH:8][C:4]3[CH:5]=[CH:6][CH:7]=[C:2]([N:1]=[CH:25][C:26]([O:28][C:29]([CH3:32])([CH3:31])[CH3:30])=[O:27])[CH:3]=3)[N:14]=2)[CH:21]=[CH:20][CH:19]=1. Reported procedure: In like manner to the preparation of N2,N4-bis(3-tert-butoxycarbonylmethyleneaminophenyl)-5-fluoro-2,4-pyrimidinediamine, N2,N4-bis(3-aminophenyl)-5-fluoro-2,4-pyrimidinediamine and tert-butyl bromoacetate were reacted together to give N4-(3-aminophenyl)-N2-(3-tert-butoxycarbonylmethyleneaminophenyl)-5-fluoro-2,4-pyrimidinediamine. LCMS: ret. time: 18.33 min.; purity: 94.5%; MS (m/e): 369.09 (MH+). Reactants: O=C=Nc1ccc(Cl)cc1, NS(=O)(=O)c1cc(Cl)c(Cl)c(Cl)c1, [Na+], [OH-]. Yields the product O=C(Nc1ccc(Cl)cc1)NS(=O)(=O)c1cc(Cl)c(Cl)c(Cl)c1. As a reaction SMILES: [Cl:16][c:17]1[cH:18][cH:19][c:20]([N:23]=[C:24]=[O:25])[cH:21][cH:22]1.[Cl:1][c:2]1[cH:3][c:4]([S:10](=[O:11])(=[O:12])[NH2:13])[cH:5][c:6]([Cl:9])[c:7]1[Cl:8].[Na+:15].[OH-:14]>>[Cl:1][c:2]1[cH:3][c:4]([S:10](=[O:11])(=[O:12])[NH:13][C:24]([NH:23][c:20]2[cH:19][cH:18][c:17]([Cl:16])[cH:22][cH:21]2)=[O:25])[cH:5][c:6]([Cl:9])[c:7]1[Cl:8]. Reactants: CC1=CC=C(C=C1)C(C1=C(C=CC=C1)N1CCCCC1)N (α-(4-methyl-phenyl)-2-piperidino-benzylamine), C(#N)C1=CC=C(C=C1)CC(=O)O (4-cyano-phenylacetic acid). The product is CC1=CC=C(C=C1)C(C1=C(C=CC=C1)N1CCCCC1)NC(=O)CC1=CC=C(C#N)C=C1 (4-{N-[α-(4-Methyl-phenyl)-2-piperidino-benzyl]-aminocarbonylmethyl}-benzonitrile). As a reaction SMILES: [CH3:1][C:2]1[CH:7]=[CH:6][C:5]([CH:8]([NH2:21])[C:9]2[CH:14]=[CH:13][CH:12]=[CH:11][C:10]=2[N:15]2[CH2:20][CH2:19][CH2:18][CH2:17][CH2:16]2)=[CH:4][CH:3]=1.[C:22]([C:24]1[CH:29]=[CH:28][C:27]([CH2:30][C:31](O)=[O:32])=[CH:26][CH:25]=1)#[N:23]>>[CH3:1][C:2]1[CH:3]=[CH:4][C:5]([CH:8]([NH:21][C:31]([CH2:30][C:27]2[CH:28]=[CH:29][C:24]([C:22]#[N:23])=[CH:25][CH:26]=2)=[O:32])[C:9]2[CH:14]=[CH:13][CH:12]=[CH:11][C:10]=2[N:15]2[CH2:20][CH2:19][CH2:18][CH2:17][CH2:16]2)=[CH:6][CH:7]=1. Procedure details: Prepared from α-(4-methyl-phenyl)-2-piperidino-benzylamine and 4-cyano-phenylacetic acid analogously to Example 55. Reactants: Cc1ccc([Mg]Br)cc1 (effective_coupling_partner), COc2ccc(n1cccc1)cc2 (substrate). The reagents and catalysts are C1-CDC. Run at temperature 60 celsius, time 4 hour. Product: Cc3ccc(c2ccc(n1cccc1)cc2)cc3. Reactants: COC=1NC(=C(C(N1)C1=CC(=CC=C1)[N+](=O)[O-])C(=O)OC(C)C)C (1,4-dihydro-2-methoxy-6-methyl-4-(3-nitrophenyl)-5-pyrimidinecarboxylic acid, 1-methylethyl ester), C([O-])([O-])=O.[K+].[K+] (potassium carbonate), C(C=C)Br (allyl bromide). Run in CN(C=O)C (dimethylformamide), C(C)(=O)OCC (ethyl acetate). Run at time 10 hour. Yields the product COC=1N(C(C(=C(N1)C1=CC(=CC=C1)[N+](=O)[O-])C(=O)OC(C)C)C)CC=C (1,6-Dihydro-2-methoxy-6-methyl-4-(3-nitrophenyl)-1-(2-propenyl)-5-pyrimidinecarboxylic acid, 1-methylethyl ester). Isolated yield 58.9%. As a reaction SMILES: [CH3:1][O:2][C:3]1[NH:4][C:5]([CH3:24])=[C:6]([C:18]([O:20][CH:21]([CH3:23])[CH3:22])=[O:19])[CH:7]([C:9]2[CH:14]=[CH:13][CH:12]=[C:11]([N+:15]([O-:17])=[O:16])[CH:10]=2)[N:8]=1.C(=O)([O-])[O-].[K+].[K+].[CH2:31](Br)[CH:32]=[CH2:33]>CN(C)C=O.C(OCC)(=O)C>[CH3:1][O:2][C:3]1[N:4]([CH2:33][CH:32]=[CH2:31])[CH:5]([CH3:24])[C:6]([C:18]([O:20][CH:21]([CH3:22])[CH3:23])=[O:19])=[C:7]([C:9]2[CH:14]=[CH:13][CH:12]=[C:11]([N+:15]([O-:17])=[O:16])[CH:10]=2)[N:8]=1 |f:1.2.3|. Procedure: A solution of 1,4-dihydro-2-methoxy-6-methyl-4-(3-nitrophenyl)-5-pyrimidinecarboxylic acid, 1-methylethyl ester (4.0 g, 12.0 mmol; see Example 1A) in dry dimethylformamide (10 ml) was treated with finely ground potassium carbonate (6.6 g, 48.0 mmoles) and allyl bromide (1.7 ml, 20.0 mmole). The resulting suspension was allowed to stir under argon at room temperature for 10 hours. The reaction was diluted with ethyl acetate, filtered and the filtrate was washed with water and brine. It was dried ... Starting materials: OC(C(C)C)(C=1N=CN(C1)C(C1=CC=CC=C1)(C1=CC=CC=C1)C1=CC=CC=C1)C=1C=C2C=CC(=CC2=CC1)C(=O)OC (methyl 6-(1-hydroxy-2-methyl-1-(1-trityl-1H-imidazol-4-yl)propyl)-2-naphthoate), OC(C(C)C)(C=1N=CN(C1)C(C1=CC=CC=C1)(C1=CC=CC=C1)C1=CC=CC=C1)C=1C=C2C=CC(=CC2=CC1)C(=O)O (6-(1-hydroxy-2-methyl-1-(1-trityl-1H-imidazol-4-yl)propyl)-2-naphthoic acid), Cl.C(C)(C)ON (O-isopropylhydroxylamine hydrochloride). The product is OC(C(C)C)(C=1N=CNC1)C=1C=C2C=CC(=CC2=CC1)C(=O)NOC(C)C (6-[1-Hydroxy-1-(1H-imidazol-4-yl)-2-methylpropyl)-N-isopropoxy-2-naphthamide). RXN SMILES: OC(C1C=C2C(=CC=1)C=C(C(OC)=O)C=C2)(C1N=CN(C(C2C=CC=CC=2)(C2C=CC=CC=2)C2C=CC=CC=2)C=1)C(C)C.[OH:44][C:45]([C:73]1[CH:74]=[C:75]2[C:80](=[CH:81][CH:82]=1)[CH:79]=[C:78]([C:83](O)=[O:84])[CH:77]=[CH:76]2)([C:49]1[N:50]=[CH:51][N:52](C(C2C=CC=CC=2)(C2C=CC=CC=2)C2C=CC=CC=2)[CH:53]=1)[CH:46]([CH3:48])[CH3:47].Cl.[CH:87]([O:90][NH2:91])([CH3:89])[CH3:88]>>[OH:44][C:45]([C:73]1[CH:74]=[C:75]2[C:76](=[CH:81][CH:82]=1)[CH:77]=[C:78]([C:83]([NH:91][O:90][CH:87]([CH3:89])[CH3:88])=[O:84])[CH:79]=[CH:80]2)([C:49]1[N:50]=[CH:51][NH:52][CH:53]=1)[CH:46]([CH3:48])[CH3:47] |f:2.3|. Reported procedure: In a manner to that described in Example 9-(i), methyl 6-(1-hydroxy-2-methyl-1-(1-trityl-1H-imidazol-4-yl)propyl)-2-naphthoate (1.77 g) was converted to 6-(1-hydroxy-2-methyl-1-(1-trityl-1H-imidazol-4-yl)propyl)-2-naphthoic acid, which was reacted with O-isopropylhydroxylamine hydrochloride (420 mg) in a similar manner as described in Example 24-(i) to give the titled compound (1.46 g) as a pale yellow powder. Starting materials: C(C)(C)(C)OC(NC1=C(C=CC=C1)NC(\C=C\C1=CC=C(C=C1)C(CCCCl)C(NC1=CC=C(C=C1)Br)=O)=O)=O ((E)-[2-(3-{4-[1-(4-bromo-phenylcarbamoyl)-4-chloro-butyl]-phenyl}-acryloylamino)-phenyl]-carbamic acid tert-butyl ester), N1CCOCC1 (morpholine), C(=O)(O)[O-].[Na+] (NaHCO3), Cl.CO (HCl MeOH). Run in CN(C)C=O (DMF). Conditions: time 8 hour. Yields the product BrC1=CC=C(C=C1)NC(C(CCCN1CCOCC1)C1=CC=C(C=C1)\C=C\C(NC1=C(C=CC=C1)N)=O)=O (2-{4-[(E)-2-(2-Amino-phenylcarbamoyl)-vinyl]phenyl}-5-morpholin-4-yl-pentanoic acid (4-bromo-phenyl)-amide). As a reaction SMILES: C(OC(=O)[NH:7][C:8]1[CH:13]=[CH:12][CH:11]=[CH:10][C:9]=1[NH:14][C:15](=[O:39])/[CH:16]=[CH:17]/[C:18]1[CH:23]=[CH:22][C:21]([CH:24]([C:29](=[O:38])[NH:30][C:31]2[CH:36]=[CH:35][C:34]([Br:37])=[CH:33][CH:32]=2)[CH2:25][CH2:26][CH2:27]Cl)=[CH:20][CH:19]=1)(C)(C)C.[NH:41]1[CH2:46][CH2:45][O:44][CH2:43][CH2:42]1.Cl.CO.C([O-])(O)=O.[Na+]>CN(C=O)C>[Br:37][C:34]1[CH:35]=[CH:36][C:31]([NH:30][C:29](=[O:38])[CH:24]([C:21]2[CH:22]=[CH:23][C:18](/[CH:17]=[CH:16]/[C:15](=[O:39])[NH:14][C:9]3[CH:10]=[CH:11][CH:12]=[CH:13][C:8]=3[NH2:7])=[CH:19][CH:20]=2)[CH2:25][CH2:26][CH2:27][N:41]2[CH2:46][CH2:45][O:44][CH2:43][CH2:42]2)=[CH:32][CH:33]=1 |f:2.3,4.5|. Procedure details: To a solution of (E)-[2-(3-{4-[1-(4-bromo-phenylcarbamoyl)-4-chloro-butyl]-phenyl}-acryloylamino)-phenyl]-carbamic acid tert-butyl ester (187.5 mg, 0.3 mmol) in DMF (3 mL), morpholine (261 mg, 3 mmol) was added. Then the solution was stirred at 80 degrees Celsius overnight. A solution of 1.25 M HCl/MeOH (4 mL) was added to the residue, the solution was stirred for 4 h at ambient temperature. After reaction, the solution was neutralized with solid NaHCO3. The final product was obtained by prepara...